Dataset: the Open Reaction Database (ORD), a public repository of structured organic reaction records. Task: describe an organic reaction: reactants, conditions, products, and yield Reactants: C1COCCO1, CN1CCN(C)CC1, Clc1nc(Cl)c2ccccc2n1, [Na+], O=C([O-])O, O. Yields the product CN1CCN(c2nc(Cl)c3ccccc3n2)CC1. RXN SMILES: [CH2:27]1[O:28][CH2:29][CH2:30][O:31][CH2:32]1.[CH3:13][N:14]1[CH2:15][CH2:16][N:17]([CH3:20])[CH2:18][CH2:19]1.[Cl:1][c:2]1[n:3][c:4]2[cH:5][cH:6][cH:7][cH:8][c:9]2[c:10]([Cl:12])[n:11]1.[Na+:25].[O-:21][C:22]([OH:23])=[O:24].[OH2:26]>>[c:2]1([N:17]2[CH2:16][CH2:15][N:14]([CH3:13])[CH2:19][CH2:18]2)[n:3][c:4]2[cH:5][cH:6][cH:7][cH:8][c:9]2[c:10]([Cl:12])[n:11]1. The reactants are C1COCCN1, Cc1cc(Nc2cc3cc(OS(=O)(=O)C(F)(F)F)ccc3c(C(C)C)n2)n[nH]1. The product is Cc1cc(Nc2cc3cc(N4CCOCC4)ccc3c(C(C)C)n2)n[nH]1. Reaction SMILES: [CH2:29]1[CH2:30][O:31][CH2:32][CH2:33][NH:34]1.[CH:1]([CH3:2])([CH3:3])[c:4]1[n:5][c:6]([NH:22][c:23]2[n:24][nH:25][c:26]([CH3:28])[cH:27]2)[cH:7][c:8]2[cH:9][c:10]([O:14][S:15]([C:16]([F:17])([F:18])[F:19])(=[O:20])=[O:21])[cH:11][cH:12][c:13]12>>[CH:1]([CH3:2])([CH3:3])[c:4]1[n:5][c:6]([NH:22][c:23]2[n:24][nH:25][c:26]([CH3:28])[cH:27]2)[cH:7][c:8]2[cH:9][c:10]([N:34]3[CH2:29][CH2:30][O:31][CH2:32][CH2:33]3)[cH:11][cH:12][c:13]12. Reactants: BrC1=CC=C2C=3C=CC(=CC3C=C(C2=C1)F)OCCCCCCCC (7-bromo-9-fluoro-2-octyloxyphenanthrene), C(CCCCC)OC1=CC=C(C=N1)B(O)O (6-hexyloxypyridine-3-boronic acid), C([O-])([O-])=O.[Na+].[Na+] (sodium carbonate). Reagents/catalysts: C=1C=CC(=CC1)[P](C=2C=CC=CC2)(C=3C=CC=CC3)[Pd]([P](C=4C=CC=CC4)(C=5C=CC=CC5)C=6C=CC=CC6)([P](C=7C=CC=CC7)(C=8C=CC=CC8)C=9C=CC=CC9)[P](C=1C=CC=CC1)(C=1C=CC=CC1)C=1C=CC=CC1 (tetrakis(triphenylphosphine)palladium(0)). Solvent: C1(=CC=CC=C1)C.C(C)O.O (toluene ethanol H2O). Yields the product FC=1C2=CC(=CC=C2C=2C=CC(=CC2C1)OCCCCCCCC)C=1C=NC(=CC1)OCCCCCC (9-Fluoro-7-(6-hexyloxypyrid-3-yl)-2-octyloxyphenanthrene). As a reaction SMILES: Br[C:2]1[CH:15]=[C:14]2[C:5]([C:6]3[CH:7]=[CH:8][C:9]([O:17][CH2:18][CH2:19][CH2:20][CH2:21][CH2:22][CH2:23][CH2:24][CH3:25])=[CH:10][C:11]=3[CH:12]=[C:13]2[F:16])=[CH:4][CH:3]=1.[CH2:26]([O:32][C:33]1[N:38]=[CH:37][C:36](B(O)O)=[CH:35][CH:34]=1)[CH2:27][CH2:28][CH2:29][CH2:30][CH3:31].C(=O)([O-])[O-].[Na+].[Na+]>C1(C)C=CC=CC=1.C(O)C.O.C1C=CC([P]([Pd]([P](C2C=CC=CC=2)(C2C=CC=CC=2)C2C=CC=CC=2)([P](C2C=CC=CC=2)(C2C=CC=CC=2)C2C=CC=CC=2)[P](C2C=CC=CC=2)(C2C=CC=CC=2)C2C=CC=CC=2)(C2C=CC=CC=2)C2C=CC=CC=2)=CC=1>[F:16][C:13]1[C:14]2[C:5]([C:6]3[CH:7]=[CH:8][C:9]([O:17][CH2:18][CH2:19][CH2:20][CH2:21][CH2:22][CH2:23][CH2:24][CH3:25])=[CH:10][C:11]=3[CH:12]=1)=[CH:4][CH:3]=[C:2]([C:36]1[CH:37]=[N:38][C:33]([O:32][CH2:26][CH2:27][CH2:28][CH2:29][CH2:30][CH3:31])=[CH:34][CH:35]=1)[CH:15]=2 |f:2.3.4,5.6.7,^1:62,64,83,102|. Procedure: From 7-bromo-9-fluoro-2-octyloxyphenanthrene by reaction with 6-hexyloxypyridine-3-boronic acid, sodium carbonate and tetrakis(triphenylphosphine)palladium(0) in toluene/ethanol/H2O. The reactants are C(#N)C=1C=C(C=CC1N1CCNCC1)NC(=O)C=1C=NN(C1C)C1=CC=C(C=C1)F (N-[3-Cyano-4-(piperazin-1-yl)phenyl]-1-(4-fluorophenyl)-5-methylpyrazole-4-carboxamide), Cl.CN(CCCl)C (2-dimethylaminoethyl chloride hydrochloride), C([O-])([O-])=O.[K+].[K+] (potassium carbonate), CN(C=O)C (dimethylformamide). Run in O (water). Run at temperature 60 celsius, time 3 hour. Product: CN(CCN1CCN(CC1)C1=C(C=C(C=C1)NC(=O)C=1C=NN(C1C)C1=CC=C(C=C1)F)C#N)C (N-{4-[4-(2-Dimethylaminoethyl)piperazin-1-yl]-3-cyanophenyl}-1-(4-fluorophenyl)-5-methylpyrazole-4-carboxamide). Isolated yield 12.8%. As a reaction SMILES: [C:1]([C:3]1[CH:4]=[C:5]([NH:15][C:16]([C:18]2[CH:19]=[N:20][N:21]([C:24]3[CH:29]=[CH:28][C:27]([F:30])=[CH:26][CH:25]=3)[C:22]=2[CH3:23])=[O:17])[CH:6]=[CH:7][C:8]=1[N:9]1[CH2:14][CH2:13][NH:12][CH2:11][CH2:10]1)#[N:2].Cl.[CH3:32][N:33]([CH3:37])[CH2:34][CH2:35]Cl.C(=O)([O-])[O-].[K+].[K+].CN(C)C=O>O>[CH3:32][N:33]([CH3:37])[CH2:34][CH2:35][N:12]1[CH2:13][CH2:14][N:9]([C:8]2[CH:7]=[CH:6][C:5]([NH:15][C:16]([C:18]3[CH:19]=[N:20][N:21]([C:24]4[CH:25]=[CH:26][C:27]([F:30])=[CH:28][CH:29]=4)[C:22]=3[CH3:23])=[O:17])=[CH:4][C:3]=2[C:1]#[N:2])[CH2:10][CH2:11]1 |f:1.2,3.4.5|. Reported procedure: N-[3-Cyano-4-(piperazin-1-yl)phenyl]-1-(4-fluorophenyl)-5-methylpyrazole-4-carboxamide (2 g), 2-dimethylaminoethyl chloride hydrochloride (0.85 g) and potassium carbonate (0.8 g) were added to dimethylformamide (20 ml) and the mixture was stirred at 60° C. for 3 h. The reaction mixture was added into water and extracted with ethyl acetate. The organic layer was washed with saturated brine, and the solvent was evaporated under reduced pressure. Ethanol was added to the residue to allow crystalliz...